From a dataset of the Open Reaction Database (ORD), a public repository of structured organic reaction records. describe an organic reaction: reactants, conditions, products, and yield The reactants are [N+](=[N-])=CC(=O)C=1N=CSC1 (4-Thiazolyl diazomethyl ketone), Cl (HCl), CCOCC (ether). Run in C(C)O (ethanol). Yields the product ClCC(=O)C=1N=CSC1 (4-thiazolyl chloromethyl ketone). As a reaction SMILES: [N+](=[CH:3][C:4]([C:6]1[N:7]=[CH:8][S:9][CH:10]=1)=[O:5])=[N-].[ClH:11].CCOCC>C(O)C>[Cl:11][CH2:3][C:4]([C:6]1[N:7]=[CH:8][S:9][CH:10]=1)=[O:5]. Procedure: 4-Thiazolyl diazomethyl ketone, 0.1 g, is treated in 1 ml ethanol at 0° with HCl gas for a few seconds. Dilution with ether and scratching produces a copious white ppt which is filtered and washed 3× with ether, taken up in water, the pH made to 7 with K2HPO4, and extracted 3× with ether. The ether solution is dried with MgSO4, filtered and evaporated, affording 77 mg 4-thiazolyl chloromethyl ketone. IR (CHCl3) 5.85μ. NMR (δ, CDCl3): 4.95d, J=1, CH2Cl; 8.4m, 8.95m, J=1, H-2 and H-5. The reactants are ClCCC(=O)C1=CC=CC=C1 (3-chloropropiophenone), N(CCO)CCO (diethanolamine). Solvent: C1CCOC1 (THF). Conditions: time 7 hour. Yields the product ClCC[C@H](O)C1=CC=CC=C1 ([S]-(-)-3-chloro-1-phenyl-1-propanol). As a reaction SMILES: [Cl:1][CH2:2][CH2:3][C:4]([C:6]1[CH:11]=[CH:10][CH:9]=[CH:8][CH:7]=1)=[O:5].N(CCO)CCO>C1COCC1>[Cl:1][CH2:2][CH2:3][C@@H:4]([C:6]1[CH:11]=[CH:10][CH:9]=[CH:8][CH:7]=1)[OH:5]. Reported procedure: A solution of 3-chloropropiophenone (8.93 g, 50 mmol in 25 ml THF) was added to (-) diisopinocampheylchloroborane (Ipc2BCl, 18.0 g, 56 mmole, in 25 ml THF at -24° C.). The reaction was complete within 7 hours after which all volatiles were removed under reduced pressure. The residue was dissolved in ether, and diethanolamine (2 equivalents) was added. The resulting suspension was stirred for two hours and filtered. The solid residue was washed with ether and the combined wasings and filtrate wer... Solvent: CN(C)C=O (DMF). Yield: 50.7%. Reactants: BrC=1C(=C(C=O)C(=CC1)F)F (3-bromo-2,6-difluorobenzaldehyde), CC(C)(C)S (2-methyl-2-propanethiol), C([O-])([O-])=O.[K+].[K+] (potassium carbonate). Reaction conditions: temperature 50 celsius. Yields the product BrC=1C(=C(C=O)C(=CC1)F)SC(C)(C)C (3-bromo-2-(tert-butylsulfanyl)-6-fluorobenzaldehyde). Procedure: A mixture of 3-bromo-2,6-difluorobenzaldehyde (2.00 g, 9.05 mmol), 2-methyl-2-propanethiol (0.917 mL, 8.13 mmol), and potassium carbonate (1.5 g, 11 mmol) in DMF (6 mL) was heated to 50° C. overnight in a sealed tube. The material was extracted with EtOAc, and washed with water (3×). Purification of the organic layer by column chromatography (1 to 2% EtOAc:hexanes) afforded 1.2 g (51%) of the title compound as a yellow solid. 1H NMR (400 MHz, CDCl3): δ 1.34 (s, 9 H), 7.07-7.16 (m, 1 H), 7.91 (dd... As a reaction SMILES: [Br:1][C:2]1[C:3](F)=[C:4]([C:7]([F:10])=[CH:8][CH:9]=1)[CH:5]=[O:6].[CH3:12][C:13]([SH:16])([CH3:15])[CH3:14].C(=O)([O-])[O-].[K+].[K+]>CN(C=O)C>[Br:1][C:2]1[C:3]([S:16][C:13]([CH3:15])([CH3:14])[CH3:12])=[C:4]([C:7]([F:10])=[CH:8][CH:9]=1)[CH:5]=[O:6] |f:2.3.4|. The reactants are solution, BrC=1N=C(SC1)CCl (4-bromo-2-(chloromethyl)-1,3-thiazole), N1N=CC(=C1)C(=O)OCC (ethyl 1H-pyrazole-4-carboxylate), C([O-])([O-])=O.[K+].[K+] (potassium carbonate), O (water). Solvent: CN(C=O)C (N,N-dimethylformamide). Reaction conditions: temperature 80 celsius, time 8 hour. The product is BrC=1N=C(SC1)CN1N=CC(=C1)C(=O)OCC (ethyl 1-[(4-bromo-1,3-thiazol-2-yl)methyl]-1H-pyrazole-4-carboxylate). Isolated yield 64.6%. Reaction SMILES: [Br:1][C:2]1[N:3]=[C:4]([CH2:7]Cl)[S:5][CH:6]=1.[NH:9]1[CH:13]=[C:12]([C:14]([O:16][CH2:17][CH3:18])=[O:15])[CH:11]=[N:10]1.C(=O)([O-])[O-].[K+].[K+].O>CN(C)C=O>[Br:1][C:2]1[N:3]=[C:4]([CH2:7][N:9]2[CH:13]=[C:12]([C:14]([O:16][CH2:17][CH3:18])=[O:15])[CH:11]=[N:10]2)[S:5][CH:6]=1 |f:2.3.4|. Procedure: To a solution (4 mL) of the compound (1.57 g, 7.39 mmol) obtained in Example 30b in N,N-dimethylformamide were added ethyl 1H-pyrazole-4-carboxylate (1.3 g, 9.28 mmol) and potassium carbonate (1.5 g, 10.9 mmol), and the mixture was stirred at 80° C. overnight. The reaction mixture was allowed to cool to room temperature, water was added and the mixture was extracted with ethyl acetate. The obtained organic layer was washed with water and saturated brine and dried over anhydrous sodium sulfate, a...